This data is from the Open Reaction Database (ORD), a public repository of structured organic reaction records. The task is: describe an organic reaction: reactants, conditions, products, and yield As a reaction SMILES: [C:30](=[O:31])([O-:32])[O-:33].[CH3:38][C:39](=[O:40])[CH2:41][CH3:42].[Cl:18][CH2:19][c:20]1[cH:21][cH:22][cH:23][c:24]2[cH:25][cH:26][cH:27][cH:28][c:29]12.[I-:37].[K+:34].[K+:35].[Na+:36].[c:1]1([N:7]2[CH2:8][NH:9][C:10](=[O:17])[C:11]23[CH2:12][CH2:13][NH:14][CH2:15][CH2:16]3)[cH:2][cH:3][cH:4][cH:5][cH:6]1>>[c:1]1([N:7]2[CH2:8][NH:9][C:10](=[O:17])[C:11]23[CH2:12][CH2:13][N:14]([CH2:19][c:20]2[cH:21][cH:22][cH:23][c:24]4[cH:25][cH:26][cH:27][cH:28][c:29]24)[CH2:15][CH2:16]3)[cH:2][cH:3][cH:4][cH:5][cH:6]1. Product: O=C1NCN(c2ccccc2)C12CCN(Cc1cccc3ccccc13)CC2. Reactants: O=C([O-])[O-], CCC(C)=O, ClCc1cccc2ccccc12, [I-], [K+], [K+], [Na+], O=C1NCN(c2ccccc2)C12CCNCC2.